From a dataset of the Open Reaction Database (ORD), a public repository of structured organic reaction records. describe an organic reaction: reactants, conditions, products, and yield Starting materials: CNC1=CC=CC=C1 (N-methylaniline), C=C1CC(=O)O1 (diketene), C=C1CC(=O)O1 (diketene), CNC1=CC=CC=C1 (N-methylaniline), amide, C(C)(=O)O (acetic acid), S(O)(O)(=O)=O (sulfuric acid). The solvent is C(C)(=O)OCC (ethyl acetate), O (water). Run at temperature 100 celsius. The product is CN1C(C=C(C2=CC=CC=C12)C)=O (1,2-dihydro-1,4-dimethyl-2-quinolone). Reaction SMILES: [CH3:1][NH:2][C:3]1[CH:8]=[CH:7][CH:6]=[CH:5][CH:4]=1.[CH2:9]=[C:10]1O[C:12](=[O:13])[CH2:11]1.C(O)(=O)C.S(=O)(=O)(O)O>C(OCC)(=O)C.O>[CH3:1][N:2]1[C:3]2[C:8](=[CH:7][CH:6]=[CH:5][CH:4]=2)[C:10]([CH3:9])=[CH:11][C:12]1=[O:13]. Reported procedure: The starting 1,2-dihydro-1,4-dimethyl-2-quinolone (3) is prepared by first conjugating N-methylaniline with diketene, followed by an acid cyclization of the amide intermediate. Thus 10.0 g (0.12 moles) of diketene is added dropwise to 10.7 g (0.1 moles) of N-methylaniline and the reaction is heated at 100 ° C. for an additional 30 minutes. To the resulting mixture is added 30 mL of acetic acid and 30 mL of sulfuric acid, and the mixture is heated at 50 ° C. overnight. The reaction is worked up w... Reactants: C(C1=CC=CC=C1)OCCN1C(N(C(C2=C1NN=C2NC)=O)CCCC)=O (7-(2-benzyloxyethyl)-5-butyl-3-methylaminopyrazolo[3,4-d]pyrimidine-4,6(5H,7H)-dione), [I-].[Na+] (sodium iodide), C[Si](C)(C)Cl (trimethylsilyl chloride). The solvent is C(C)#N (acetonitrile). Reaction conditions: time 2 hour. The product is C(CCC)N1C(N(C2=C(C1=O)C(=NN2)NC)CCO)=O (5-Butyl-7-(2-hydroxyethyl)-3-methylaminopyrazolo[3,4-d]pyrimidine-4,6(5H,7H)-dione). The yield is 39.6%. RXN SMILES: C([O:8][CH2:9][CH2:10][N:11]1[C:16]2[NH:17][N:18]=[C:19]([NH:20][CH3:21])[C:15]=2[C:14](=[O:22])[N:13]([CH2:23][CH2:24][CH2:25][CH3:26])[C:12]1=[O:27])C1C=CC=CC=1.[I-].[Na+].C[Si](Cl)(C)C>C(#N)C>[CH2:23]([N:13]1[C:14](=[O:22])[C:15]2[C:19]([NH:20][CH3:21])=[N:18][NH:17][C:16]=2[N:11]([CH2:10][CH2:9][OH:8])[C:12]1=[O:27])[CH2:24][CH2:25][CH3:26] |f:1.2|. Procedure: To a mixture of 7-(2-benzyloxyethyl)-5-butyl-3-methylaminopyrazolo[3,4-d]pyrimidine-4,6(5H,7H)-dione (1.0 g, 2.7 mM) and sodium iodide (3 g, 20 mM) in acetonitrile (20 ml) was added dropwise trimethylsilyl chloride (2.6 g, 20 mM) at room temperature. The mixture was stirred at room temperature for 2 hours and poured onto ice-water to give crystals. Recrystallization from DMF/methanol/water gave pale yellow crystals (0.3 g, 40%), m.p. 248°-253° C. Starting materials: CC1CN(Cc2ccccc2)CCC12CNc1ccccc12, CC(=O)O. Yields the product CC1CNCCC12CNc1ccccc12. RXN SMILES: [CH3:1][CH:2]1[CH2:3][N:4]([CH2:16][c:17]2[cH:18][cH:19][cH:20][cH:21][cH:22]2)[CH2:5][CH2:6][C:7]12[CH2:8][NH:9][c:10]1[cH:11][cH:12][cH:13][cH:14][c:15]12.[CH3:23][C:24](=[O:25])[OH:26]>>[CH3:1][CH:2]1[CH2:3][NH:4][CH2:5][CH2:6][C:7]12[CH2:8][NH:9][c:10]1[cH:11][cH:12][cH:13][cH:14][c:15]12. The reactants are COC=1C=C(C=C(C1OC)OC)NC1=NC(=CN=C1)Cl (2-(3,4,5-trimethoxyphenylamino)-6-chloropyrazine), FC1=CC=C(N)C=C1 (4-fluoroaniline). The product is FC1=CC=C(C=C1)NC1=NC(=CN=C1)NC1=CC(=C(C(=C1)OC)OC)OC (N2-(4-fluorophenyl)-N6-(3,4,5-trimethoxyphenyl)pyrazine-2,6-diamine). Yield: 28.0%. As a reaction SMILES: [CH3:1][O:2][C:3]1[CH:4]=[C:5]([NH:13][C:14]2[CH:19]=[N:18][CH:17]=[C:16](Cl)[N:15]=2)[CH:6]=[C:7]([O:11][CH3:12])[C:8]=1[O:9][CH3:10].[F:21][C:22]1[CH:28]=[CH:27][C:25]([NH2:26])=[CH:24][CH:23]=1>>[F:21][C:22]1[CH:28]=[CH:27][C:25]([NH:26][C:16]2[CH:17]=[N:18][CH:19]=[C:14]([NH:13][C:5]3[CH:4]=[C:3]([O:2][CH3:1])[C:8]([O:9][CH3:10])=[C:7]([O:11][CH3:12])[CH:6]=3)[N:15]=2)=[CH:24][CH:23]=1. Procedure: Using Method R, with 200 mg of 2-(3,4,5-trimethoxyphenylamino)-6-chloropyrazine (all amounts scaled accordingly) and 4-fluoroaniline, 72 mg of title compound were obtained. Yield: 28%. 1H NMR (250 MHz, DMSO-d6) δ 3.62 (s, 9H), 6.83 (s, 2H), 7.06 (t, 2H, J=9.0 Hz), 7.51 (s, 1H), 7.57 (d, 2H, J=9.1 Hz), 9.05 (s, 1H), 9.14 (s, 1H). 13C NMR (62.5 MHz, DMSO-d6) δ 55.56, 60.12, 97.01, 114.94, 115.29, 120.38, 120.50, 121.62, 121.83, 132.29, 137.19, 137.22, 150.15, 152.84. m/z 371.2 [(M+H)+ calcd for C1...